This data is from the Open Reaction Database (ORD), a public repository of structured organic reaction records. The task is: describe an organic reaction: reactants, conditions, products, and yield Reactants: C(C=C)N1C(CCC1)CN (1-allyl-2-aminomethyl-pyrrolidine), C(Cl)(Cl)Cl (chloroform), CNS(=O)(=O)C=1C=C(C2=C(OCCO2)C1)C(=O)Cl (7-methylsulfamoyl-1,4-benzodioxane-5-carbonyl chloride). The solvent is O (water). Yields the product C(C=C)N1C(CCC1)CNC(=O)C1=CC(=CC=2OCCOC21)S(NC)(=O)=O (N-(1-allyl-2-pyrrolidylmethyl)-7-methylsulfamoyl-1,4-benzodioxane-5-carboxamide). The yield is 49.0%. RXN SMILES: [CH2:1]([N:4]1[CH2:8][CH2:7][CH2:6][CH:5]1[CH2:9][NH2:10])[CH:2]=[CH2:3].C(Cl)(Cl)Cl.[CH3:15][NH:16][S:17]([C:20]1[CH:21]=[C:22]([C:30](Cl)=[O:31])[C:23]2[O:28][CH2:27][CH2:26][O:25][C:24]=2[CH:29]=1)(=[O:19])=[O:18]>O>[CH2:1]([N:4]1[CH2:8][CH2:7][CH2:6][CH:5]1[CH2:9][NH:10][C:30]([C:22]1[C:23]2[O:28][CH2:27][CH2:26][O:25][C:24]=2[CH:29]=[C:20]([S:17](=[O:19])(=[O:18])[NH:16][CH3:15])[CH:21]=1)=[O:31])[CH:2]=[CH2:3]. Reported procedure: 85 g of levorotatory 1-allyl-2-aminomethyl-pyrrolidine, 610 cm3 of chloroform, and gradually, 178 g of 7-methylsulfamoyl-1,4-benzodioxane-5-carbonyl chloride at a temperature of from 5°-10° C. were introduced into a balloon flask provided with an agitator and a thermometer. After agitation of the mixture 1.2 liters of water were added and then chloroform was distilled. The remaining solution was filtered and then the base was precipitated with 70 cm3 of 20% ammonia. The crystals formed were drie...